Dataset: the Open Reaction Database (ORD), a public repository of structured organic reaction records. Task: describe an organic reaction: reactants, conditions, products, and yield Starting materials: CN(C)CC=1SC=C(N1)CO (2-dimethylaminomethyl-4-thiazolemethanol), Cl.NCCS (2-aminoethanethiol hydrochloride), Br (hydrobromic acid). Run in C(C)O (ethanol). Reaction conditions: temperature 100 celsius, time 11 hour. Yields the product CN(C)CC=1SC=C(N1)CSCCN (2-(2-Dimethylaminomethyl-4-thiazolylmethylthio)ethylamine). As a reaction SMILES: [CH3:1][N:2]([CH2:4][C:5]1[S:6][CH:7]=[C:8]([CH2:10]O)[N:9]=1)[CH3:3].Cl.[NH2:13][CH2:14][CH2:15][SH:16].Br>C(O)C>[CH3:1][N:2]([CH2:4][C:5]1[S:6][CH:7]=[C:8]([CH2:10][S:16][CH2:15][CH2:14][NH2:13])[N:9]=1)[CH3:3] |f:1.2|. Procedure: A reaction mixture was prepared from 18.8 g. of 2-dimethylaminomethyl-4-thiazolemethanol, 12.8 g. of 2-aminoethanethiol hydrochloride (cysteamine hydrocloride) and 160 ml. of 48% aqueous hydrobromic acid. The reaction mixture was stirred at about 100° C. for about 11 hours. The volatile constituents were removed in vacuo on a rotary evaporator. Water was added and the volatile constituents again removed by evaporation. The resulting residue, comprising 2-(2-dimethylaminomethyl-4-thiazolylmethylt...